This data is from the Open Reaction Database (ORD), a public repository of structured organic reaction records. The task is: describe an organic reaction: reactants, conditions, products, and yield The reactants are FC(F)(Br)C(F)(Cl)Br, O=C(O)CC(F)=C(F)F, [Zn]. Product: O=C(O)CC(F)(Cl)C(F)(F)Br. As a reaction SMILES: [Cl:10][C:11]([C:12]([Br:13])([F:14])[F:15])([Br:16])[F:17].[F:1][C:2]([CH2:3][C:4](=[O:5])[OH:6])=[C:7]([F:8])[F:9].[Zn:18]>>[CH2:3]([C:4](=[O:5])[OH:6])[C:11]([Cl:10])([C:12]([Br:13])([F:14])[F:15])[F:17].